This data is from the Open Reaction Database (ORD), a public repository of structured organic reaction records. The task is: describe an organic reaction: reactants, conditions, products, and yield The reactants are Cl.C1CCCC2=CC=CC=C12 (1,2,3,4-tetrahydronaphthalene hydrochloride), CC(=O)O.O (AcOH H2O). Reagents/catalysts: [Zn] (zinc). Conditions: time 5 minute. Yields the product CC(C)O.Cl (IPA HCl), C1CCCC2=CC=CC=C12 (1,2,3,4-tetrahydronaphthalene). As a reaction SMILES: [ClH:1].[CH2:2]1[C:11]2[C:6](=[CH:7][CH:8]=[CH:9][CH:10]=2)[CH2:5][CH2:4][CH2:3]1.CC(O)=[O:14].O>[Zn]>[CH3:3][CH:2]([OH:14])[CH3:11].[ClH:1].[CH2:10]1[C:11]2[C:6](=[CH:5][CH:4]=[CH:3][CH:2]=2)[CH2:7][CH2:8][CH2:9]1 |f:0.1,2.3,5.6|. Procedure details: To 7-nitro-2-((phenylmethyl)(methyl)amino)-(1,2,3,4-tetrahydronaphthalene hydrochloride (0.89 g, 2.7 mmol) in 85% AcOH/H2O (75 ml) was added zinc metal (3.5 g, 54.0 mmol). The mixture was stirred for 5 min, filtered through celite, and evaporated to an oil. The oil was dumped into basic water and extracted with chloroform (3×20 ml). The combined extracts were washed with water, dried over MgSO4, filtered and concentrated to an oil. Treatment with IPA/HCl yielded 7-amino-2-((phenyl)methyl)(methyl... The reactants are O=C([O-])[O-], COc1cc(OC)nc(S(C)(=O)=O)n1, [K+], [K+], CN(C)C=O, CCC(c1ccccc1)(c1ccccc1)C(O)C#N. Yields the product CCC(c1ccccc1)(c1ccccc1)C(C#N)Oc1nc(OC)cc(OC)n1. As a reaction SMILES: [C:20](=[O:21])([O-:22])[O-:23].[CH3:26][S:27](=[O:28])(=[O:29])[c:30]1[n:31][c:32]([O:38][CH3:39])[cH:33][c:34]([O:36][CH3:37])[n:35]1.[K+:24].[K+:25].[O:40]=[CH:41][N:42]([CH3:43])[CH3:44].[OH:1][CH:2]([C:3]#[N:4])[C:5]([CH2:6][CH3:7])([c:8]1[cH:9][cH:10][cH:11][cH:12][cH:13]1)[c:14]1[cH:15][cH:16][cH:17][cH:18][cH:19]1>>[O:1]([CH:2]([C:3]#[N:4])[C:5]([CH2:6][CH3:7])([c:8]1[cH:9][cH:10][cH:11][cH:12][cH:13]1)[c:14]1[cH:15][cH:16][cH:17][cH:18][cH:19]1)[c:30]1[n:31][c:32]([O:38][CH3:39])[cH:33][c:34]([O:36][CH3:37])[n:35]1. Reactants: [H-].[Al+3].[Li+].[H-].[H-].[H-] (Lithium aluminum hydride), NC1CCC2=C(N(C=3C=CC=C1C23)CC(=O)OC)C2=CC=CC=C2 (5-amino-1-methoxycarbonylmethyl-2-phenyl-1,3,4,5-tetrahydrobenz[cd]indole), O (water). Run in O1CCCC1 (THF), O1CCCC1 (tetrahydrofuran). Conditions: time 5 minute. The product is NC1CCC2=C(N(C=3C=CC=C1C23)CCO)C2=CC=CC=C2 (5-amino-1-(2-hydroxyethyl)-2-phenyl-1,3,4,5-tetrahydrobenz[cd]indole). The yield is 82.9%. RXN SMILES: [H-].[Al+3].[Li+].[H-].[H-].[H-].[NH2:7][CH:8]1[C:18]2[C:19]3[C:11](=[C:12]([C:25]4[CH:30]=[CH:29][CH:28]=[CH:27][CH:26]=4)[N:13]([CH2:20][C:21](OC)=[O:22])[C:14]=3[CH:15]=[CH:16][CH:17]=2)[CH2:10][CH2:9]1.O>O1CCCC1>[NH2:7][CH:8]1[C:18]2[C:19]3[C:11](=[C:12]([C:25]4[CH:26]=[CH:27][CH:28]=[CH:29][CH:30]=4)[N:13]([CH2:20][CH2:21][OH:22])[C:14]=3[CH:15]=[CH:16][CH:17]=2)[CH2:10][CH2:9]1 |f:0.1.2.3.4.5|. Procedure: Lithium aluminum hydride (35 mg) was suspended in anhydrous tetrahydrofuran (THF; 1 ml) and to the suspension was added a solution of the compound (197 mg) obtained in Example 115 in anhydrous THF (7 ml) at room temperature. The mixture was stirred for 5 minutes. To the reaction mixture were slowly added water, then 1N aqueous solution of sodium hydroxide, followed by extraction with two portions of ethyl acetate. The organic layer was washed with water and saturated aqueous solution of sodium c... Reactants: Br, Br, CCCNC1CCc2nc(N)sc2C1, Cl, [Na+], O=N[O-], [OH-], O=P(O)(O)P(=O)(O)O. Product: CCCNC1CCc2ncsc2C1. As a reaction SMILES: [BrH:1].[BrH:2].[CH2:3]([CH2:4][CH3:5])[NH:6][CH:7]1[CH2:8][c:9]2[c:10]([n:11][c:12]([NH2:14])[s:13]2)[CH2:15][CH2:16]1.[ClH:30].[Na+:29].[O-:17][N:18]=[O:19].[OH-:28].[P:20]([P:21]([OH:22])([OH:23])=[O:24])([OH:25])([OH:26])=[O:27]>>[CH2:3]([CH2:4][CH3:5])[NH:6][CH:7]1[CH2:8][c:9]2[c:10]([n:11][cH:12][s:13]2)[CH2:15][CH2:16]1. Reactants: CC(C(=O)[O-])C1CCN2C1=CC=1C(=CC(=CC21)F)Br ((+/−)-methyl(8-bromo-6-fluoro-2,3-dihydro-1H-pyrrolo[1,2-a]indol-1-yl)acetate), S1C(=NC2=C1C=CC=C2)C(=O)Cl (1,3-benzothiazole-2-carbonyl chloride). The product is S1C(=NC2=C1C=CC=C2)C(=O)C2=C1N(C=3C=C(C=C(C23)Br)F)CCC1CC(=O)O ((+/−)-[9-(1,3-BENZOTHIAZOL-2-YLCARBONYL)-8-BROMO-6-FLUORO-2,3-DIHYDRO-1H-PYRROLO[1,2-a]INDOL-1-yl]ACETIC ACID). As a reaction SMILES: C[CH:2]([CH:6]1[C:10]2=[CH:11][C:12]3[C:13]([Br:19])=[CH:14][C:15]([F:18])=[CH:16][C:17]=3[N:9]2[CH2:8][CH2:7]1)[C:3]([O-:5])=[O:4].[S:20]1[C:24]2[CH:25]=[CH:26][CH:27]=[CH:28][C:23]=2[N:22]=[C:21]1[C:29](Cl)=[O:30]>>[S:20]1[C:24]2[CH:25]=[CH:26][CH:27]=[CH:28][C:23]=2[N:22]=[C:21]1[C:29]([C:11]1[C:12]2[C:13]([Br:19])=[CH:14][C:15]([F:18])=[CH:16][C:17]=2[N:9]2[CH2:8][CH2:7][CH:6]([CH2:2][C:3]([OH:5])=[O:4])[C:10]=12)=[O:30]. Procedure: Starting from (+/−)-methyl(8-bromo-6-fluoro-2,3-dihydro-1H-pyrrolo[1,2-a]indol-1-yl)acetate (Example 7, Step 8) and 1,3-benzothiazole-2-carbonyl chloride, the title compound was synthesized following the procedures described in Step 1 of Example 61 and Step 10 of Example 7. Starting materials: ClC1=C(C=C2C=CC=NC2=C1)[N+](=O)[O-] (7-chloro-6-nitro-quinoline), C([O-])([O-])=O.[K+].[K+] (potassium carbonate), C(C)(C)(C)OC(NCC1CCNCC1)=O (piperidin-4-ylmethyl-carbamic acid tert-butyl ester). Run in CN(C=O)C (N,N-dimethylformamide). Conditions: temperature 100 celsius. Product: C(C)(C)(C)OC(NCC1CCN(CC1)C1=C(C=C2C=CC=NC2=C1)[N+](=O)[O-])=O ([1-(6-nitro-quinolin-7-yl)-piperidin-4-ylmethyl]-carbamic acid tert-butyl ester). Isolated yield 23.0%. Reaction SMILES: Cl[C:2]1[CH:11]=[C:10]2[C:5]([CH:6]=[CH:7][CH:8]=[N:9]2)=[CH:4][C:3]=1[N+:12]([O-:14])=[O:13].C(=O)([O-])[O-].[K+].[K+].[C:21]([O:25][C:26](=[O:35])[NH:27][CH2:28][CH:29]1[CH2:34][CH2:33][NH:32][CH2:31][CH2:30]1)([CH3:24])([CH3:23])[CH3:22]>CN(C)C=O>[C:21]([O:25][C:26](=[O:35])[NH:27][CH2:28][CH:29]1[CH2:30][CH2:31][N:32]([C:2]2[CH:11]=[C:10]3[C:5]([CH:6]=[CH:7][CH:8]=[N:9]3)=[CH:4][C:3]=2[N+:12]([O-:14])=[O:13])[CH2:33][CH2:34]1)([CH3:24])([CH3:22])[CH3:23] |f:1.2.3|. Procedure details: To a solution of 7-chloro-6-nitro-quinoline (974 mg, 4.67 mmol) in N,N-dimethylformamide (25 mL) were added potassium carbonate (1.93 g, 14.01 mmol) and piperidin-4-ylmethyl-carbamic acid tert-butyl ester (1.00 g, 4.67 mmol) and the resulting mixture was heated at 100° C. overnight. The reaction mixture was cooled and partitioned between water (500 mL) and ethyl acetate (300 mL). The organic layer was separated, washed twice with water (500 mL), dried over anhydrous sodium sulfate, filtered and ... Reactants: C1CC(=O)N(C1=O)Br (NBS), FC1=C(C#N)C=CC=C1C (2-fluoro-3-methylbenzonitrile), O (water). The reagents and catalysts are C(C1=CC=CC=C1)(=O)OOC(C1=CC=CC=C1)=O (benzoic peroxyanhydride). Run in C(C)#N (acetonitrile). The product is BrCC=1C(=C(C#N)C=CC1)F (3-(Bromomethyl)-2-fluorobenzonitrile). Yield: 70.2%. RXN SMILES: C1C(=O)N([Br:8])C(=O)C1.[F:9][C:10]1[C:17]([CH3:18])=[CH:16][CH:15]=[CH:14][C:11]=1[C:12]#[N:13].O>C(#N)C.C(OOC(=O)C1C=CC=CC=1)(=O)C1C=CC=CC=1>[Br:8][CH2:18][C:17]1[C:10]([F:9])=[C:11]([CH:14]=[CH:15][CH:16]=1)[C:12]#[N:13]. Procedure: NBS (1.729 g, 9.71 mmol) was added to a solution of 2-fluoro-3-methylbenzonitrile (1.25 g, 9.25 mmol) in acetonitrile (25 mL). The obtained mixture was refluxed, and then benzoic peroxyanhydride (0.045 g, 0.18 mmol) was added. The reaction mixture was refluxed overnight, then cooled to r.t. and water was added. The aqueous phase was discarded and the organic phase was dried over MgSO4 and concentrated. The crude product was purified by flash chromatography using a gradient of EtOAc in heptane as... The reactants are [Al+3], COC(=O)c1cc2ccc(OC)cc2[nH]1, [H-], [H-], [H-], [H-], [Li+], C1COCCO1. Product: COc1ccc2cc(C)[nH]c2c1. Reaction SMILES: [Al+3:2].[CH3:7][O:8][c:9]1[cH:10][cH:11][c:12]2[cH:13][c:14]([C:18]([O:19][CH3:20])=[O:21])[nH:15][c:16]2[cH:17]1.[H-:1].[H-:4].[H-:5].[H-:6].[Li+:3].[O:22]1[CH2:23][CH2:24][O:25][CH2:26][CH2:27]1>>[CH3:7][O:8][c:9]1[cH:10][cH:11][c:12]2[cH:13][c:14]([CH3:18])[nH:15][c:16]2[cH:17]1. Starting materials: ClC1=C(C=CC=C1)C1=CC=2N(C=3C=CC(=CC3C2C2=C1C(NC2=O)=O)OC)CCC(=O)NS(=O)(=O)CCN(C)C (N-[3-(4-(2-chlorophenyl)-9-methoxy-1,3-dioxo-2,3-dihydropyrrolo[3,4-c]carbazol-6 (1H)-yl)propanoyl]-2-(dimethylamino)ethanesulfonamide). The solvent is C([O-])(O)=O.[Na+] (sodium bicarbonate). Yields the product ClC1=C(C=CC=C1)C1=CC=2N(C=3C=CC(=CC3C2C2=C1C(NC2=O)=O)O)CCC(=O)NS(=O)(=O)CCN(C)C (N-[3-(4-(2-Chlorophenyl)-9-hydroxy-1,3-dioxo-2,3-dihydropyrrolo[3,4-c]carbazol-6 (1H)-yl)propanoyl]-2-(dimethylamino)ethanesulfonamide). Isolated yield 23.4%. Reaction SMILES: [Cl:1][C:2]1[CH:7]=[CH:6][CH:5]=[CH:4][C:3]=1[C:8]1[C:20]2[C:21](=[O:25])[NH:22][C:23](=[O:24])[C:19]=2[C:18]2[C:17]3[CH:16]=[C:15]([O:26]C)[CH:14]=[CH:13][C:12]=3[N:11]([CH2:28][CH2:29][C:30]([NH:32][S:33]([CH2:36][CH2:37][N:38]([CH3:40])[CH3:39])(=[O:35])=[O:34])=[O:31])[C:10]=2[CH:9]=1>C(=O)(O)[O-].[Na+]>[Cl:1][C:2]1[CH:7]=[CH:6][CH:5]=[CH:4][C:3]=1[C:8]1[C:20]2[C:21](=[O:25])[NH:22][C:23](=[O:24])[C:19]=2[C:18]2[C:17]3[CH:16]=[C:15]([OH:26])[CH:14]=[CH:13][C:12]=3[N:11]([CH2:28][CH2:29][C:30]([NH:32][S:33]([CH2:36][CH2:37][N:38]([CH3:39])[CH3:40])(=[O:35])=[O:34])=[O:31])[C:10]=2[CH:9]=1 |f:1.2|. Procedure: Reaction of methyl ether (267) (35 mg, 0.06 mmol) prepared as described in example 224 according to the proceedure described in example 81, except that the reaction mixture was diluted with saturated sodium bicarbonate and extracted with ethyl acetate. The organic phase was dried, the drying agent was removed and the solution was concentrated to dryness. Chromatography on silica eluting with methanol/dichloromethane (1:9 to 1:3), gave acylsulfonamide (271) (8 mg, 23%) as an orange powder, mp 229... Starting materials: C([O-])([O-])=O.[K+].[K+] (potassium carbonate), C(C)(=O)OCC (ethyl acetate), C1(CC1)NC(C1=CC(=C(C=C1)C)NC(C1=CC=C(C=C1)O)=O)=O (N-cyclopropyl-3-[(4-hydroxybenzoyl)amino]-4-methylbenzamide), C([O-])([O-])=O.[K+].[K+] (potassium carbonate), Cl.ClCC1=NC=CC=C1 (2-Chloromethyl-pyridine hydrochloride). The solvent is CN(C)C=O (DMF). Conditions: time 15 minute. The product is C1(CC1)NC(C1=CC(=C(C=C1)C)NC(C1=CC=C(C=C1)OCC1=NC=CC=C1)=O)=O (N-cyclopropyl-4-methyl-3-{[4-(pyridin-2-ylmethoxy)benzoyl]amino}benzamide). Isolated yield 65.8%. Reaction SMILES: [CH:1]1([NH:4][C:5](=[O:23])[C:6]2[CH:11]=[CH:10][C:9]([CH3:12])=[C:8]([NH:13][C:14](=[O:22])[C:15]3[CH:20]=[CH:19][C:18]([OH:21])=[CH:17][CH:16]=3)[CH:7]=2)[CH2:3][CH2:2]1.C(=O)([O-])[O-].[K+].[K+].Cl.Cl[CH2:32][C:33]1[CH:38]=[CH:37][CH:36]=[CH:35][N:34]=1.C(OCC)(=O)C>CN(C=O)C>[CH:1]1([NH:4][C:5](=[O:23])[C:6]2[CH:11]=[CH:10][C:9]([CH3:12])=[C:8]([NH:13][C:14](=[O:22])[C:15]3[CH:16]=[CH:17][C:18]([O:21][CH2:32][C:33]4[CH:38]=[CH:37][CH:36]=[CH:35][N:34]=4)=[CH:19][CH:20]=3)[CH:7]=2)[CH2:2][CH2:3]1 |f:1.2.3,4.5|. Reported procedure: To a stirred solution of N-cyclopropyl-3-[(4-hydroxybenzoyl)amino]-4-methylbenzamide (500 mg, 1.61 mmol) in DMF (2.5 mL) was added potassium carbonate (446 mg, 3.22 mmol). The resulting mixture was stirred at room temperature for 15 minutes. 2-Chloromethyl-pyridine hydrochloride (291 mg, 1.78 mmol) was added and the resulting mixture stirred and heated to 50° C. for 18 h. The mixture was cooled to room temperature and saturated aqueous potassium carbonate solution (15 mL) and ethyl acetate (5 mL...